This data is from the Open Reaction Database (ORD), a public repository of structured organic reaction records. The task is: describe an organic reaction: reactants, conditions, products, and yield Product: Nc1cc(-n2cnc(Nc3ccccc3)n2)ccn1. RXN SMILES: [CH3:1][O:2][c:3]1[cH:4][cH:5][c:6]([CH2:7][NH:8][c:9]2[n:10][cH:11][cH:12][c:13](-[n:15]3[n:16][c:17]([NH:20][c:21]4[cH:22][cH:23][cH:24][cH:25][cH:26]4)[n:18][cH:19]3)[cH:14]2)[cH:27][cH:28]1.[CH3:29][C:30](=[O:31])[OH:32].[F:33][C:34]([F:35])([F:36])[C:37]([OH:38])=[O:39]>>[NH2:8][c:9]1[n:10][cH:11][cH:12][c:13](-[n:15]2[n:16][c:17]([NH:20][c:21]3[cH:22][cH:23][cH:24][cH:25][cH:26]3)[n:18][cH:19]2)[cH:14]1. Starting materials: COc1ccc(CNc2cc(-n3cnc(Nc4ccccc4)n3)ccn2)cc1, CC(=O)O, O=C(O)C(F)(F)F. Reactants: N[C@H](CO)CC ((S)-2-amino-butanol), ClC=1C=C(C=CC1)C(CO)NC(=O)C1CCN(CC1)C1=NC(=NC=C1Cl)Cl (1-(2,5-Dichloro-pyrimidin-4-yl)-piperidine-4-carboxylic acid [1-(3-chloro-phenyl)-2-hydroxy-ethyl]-amide), Teflon. The solvent is C(C)O (ethanol). The product is ClC=1C=C(C=CC1)C(CO)NC(=O)C1CCN(CC1)C1=NC(=NC=C1Cl)NC(CC)CO (1-[5-Chloro-2-(1-hydroxymethyl-propylamino)-pyrimidin-4-yl]-piperidine-4-carboxylic acid [1-(3-chloro-phenyl)-2-hydroxy-ethyl]-amide). As a reaction SMILES: [Cl:1][C:2]1[CH:3]=[C:4]([CH:8]([NH:11][C:12]([CH:14]2[CH2:19][CH2:18][N:17]([C:20]3[C:25]([Cl:26])=[CH:24][N:23]=[C:22](Cl)[N:21]=3)[CH2:16][CH2:15]2)=[O:13])[CH2:9][OH:10])[CH:5]=[CH:6][CH:7]=1.[NH2:28][C@@H:29]([CH2:32][CH3:33])[CH2:30][OH:31]>C(O)C>[Cl:1][C:2]1[CH:3]=[C:4]([CH:8]([NH:11][C:12]([CH:14]2[CH2:19][CH2:18][N:17]([C:20]3[C:25]([Cl:26])=[CH:24][N:23]=[C:22]([NH:28][CH:29]([CH2:30][OH:31])[CH2:32][CH3:33])[N:21]=3)[CH2:16][CH2:15]2)=[O:13])[CH2:9][OH:10])[CH:5]=[CH:6][CH:7]=1. Procedure: 1-(2,5-Dichloro-pyrimidin-4-yl)-piperidine-4-carboxylic acid [1-(3-chloro-phenyl)-2-hydroxy-ethyl]-amide (20 mg, 0.05 mmol) was dissolved in absolute ethanol (1 mL) then (S)-2-amino-butanol (0.1 mL) was added. The mixture was heated in a sealed Teflon reaction vial at 80° C. overnight. The resulting mixture was purified by preparative TLC (1 mm silica; eluent ethyl acetate) to afford the title compound as a colorless oil (4 mg). LC/MS Rt=4.42 minutes; 483.0 (M+1); 1H NMR δ 7.88 (s, 1H) 7.26 (m, ... Reactants: CCOC(CN1C(=O)C(=O)c2ccccc21)OCC, CCO, CC(=O)[O-], Cl, NO, [Na+], O. Yields the product CCOC(CN1C(=O)C(=NO)c2ccccc21)OCC. Reaction SMILES: [CH2:9]([CH3:10])[O:11][CH:12]([CH2:13][N:14]1[C:15](=[O:16])[C:17](=[O:18])[c:19]2[cH:20][cH:21][cH:22][cH:23][c:24]21)[O:25][CH2:26][CH3:27].[CH3:29][CH2:30][OH:31].[CH3:5][C:6](=[O:7])[O-:8].[ClH:1].[NH2:2][OH:3].[Na+:4].[OH2:28]>>[N:2]([OH:3])=[C:17]1[C:15](=[O:16])[N:14]([CH2:13][CH:12]([O:11][CH2:9][CH3:10])[O:25][CH2:26][CH3:27])[c:24]2[c:19]1[cH:20][cH:21][cH:22][cH:23]2. Reactants: BrC1=CN=C2N1N=C(C=C2)Cl (3-bromo-6-chloroimidazo[1,2-b]pyridazine), COC=1N=NC=CC1[Sn](CCCC)(CCCC)CCCC (3-methoxy-4-(tributylstannyl)pyridazine). The reagents and catalysts are C=1C=CC(=CC1)[P](C=2C=CC=CC2)(C=3C=CC=CC3)[Pd]([P](C=4C=CC=CC4)(C=5C=CC=CC5)C=6C=CC=CC6)([P](C=7C=CC=CC7)(C=8C=CC=CC8)C=9C=CC=CC9)[P](C=1C=CC=CC1)(C=1C=CC=CC1)C=1C=CC=CC1 (Tetrakis(triphenylphosphine)palladium(0)), [Cu]I (copper(I) iodide). The solvent is CN(C)C=O (N,N′-dimethylformamide). Conditions: temperature 100 celsius, time 20 hour. Yields the product ClC=1C=CC=2N(N1)C(=CN2)C2=C(N=NC=C2)OC (6-Chloro-3-(3-methoxypyridazin-4-yl)imidazo[1,2-b]pyridazine). Isolated yield 64.2%. As a reaction SMILES: Br[C:2]1[N:6]2[N:7]=[C:8]([Cl:11])[CH:9]=[CH:10][C:5]2=[N:4][CH:3]=1.[CH3:12][O:13][C:14]1[N:15]=[N:16][CH:17]=[CH:18][C:19]=1[Sn](CCCC)(CCCC)CCCC>[Cu]I.C1C=CC([P]([Pd]([P](C2C=CC=CC=2)(C2C=CC=CC=2)C2C=CC=CC=2)([P](C2C=CC=CC=2)(C2C=CC=CC=2)C2C=CC=CC=2)[P](C2C=CC=CC=2)(C2C=CC=CC=2)C2C=CC=CC=2)(C2C=CC=CC=2)C2C=CC=CC=2)=CC=1.CN(C=O)C>[Cl:11][C:8]1[CH:9]=[CH:10][C:5]2[N:6]([C:2]([C:19]3[CH:18]=[CH:17][N:16]=[N:15][C:14]=3[O:13][CH3:12])=[CH:3][N:4]=2)[N:7]=1 |^1:38,40,59,78|. Procedure details: A mixture of 3-bromo-6-chloroimidazo[1,2-b]pyridazine (Preparation 1b, 182 mg, 0.78 mmol), 3-methoxy-4-(tributylstannyl)pyridazine (Preparation 8b, 313 mg, 0.78 mmol), copper(I) iodide (15 mg, 0.08 mmol) and dry N,N′-dimethylformamide (4 mL) in a Schlenk vial was subjected to three cycles of evacuation backfilling with argon. Tetrakis(triphenylphosphine)palladium(0) (91 mg, 0.08 mmol) was then added and the resulting mixture was subjected to three further cycles of evacuation backfilling with ar... Starting materials: [Na] (sodium), ice, C(C)OC(C(C)(C)OC1=C(C=C(C(=C1)OC)OC(C)=O)C)=O (2-(4-acetoxy-5-methoxy-2-methyl-phenoxy)-2-methyl-propionic acid ethyl ester). The solvent is CO (methanol), CO (methanol). The product is COC(C(C)(C)OC1=C(C=C(C(=C1)OC)O)C)=O (2-(4-Hydroxy-5-methoxy-2-methyl-phenoxy)-2-methyl-propionic acid methyl ester). Yield: 75.0%. Reaction SMILES: [Na].[CH2:2]([O:4][C:5](=[O:23])[C:6]([O:9][C:10]1[CH:15]=[C:14]([O:16][CH3:17])[C:13]([O:18]C(=O)C)=[CH:12][C:11]=1[CH3:22])([CH3:8])[CH3:7])C>CO>[CH3:2][O:4][C:5](=[O:23])[C:6]([O:9][C:10]1[CH:15]=[C:14]([O:16][CH3:17])[C:13]([OH:18])=[CH:12][C:11]=1[CH3:22])([CH3:8])[CH3:7] |^1:0|. Procedure: A freshly prepared solution of 91 mg (4 mmol) sodium in 5.4 ml methanol was added within 5 min to an ice cooled solution of 235 mg (0.8 mmol) 2-(4-acetoxy-5-methoxy-2-methyl-phenoxy)-2-methyl-propionic acid ethyl ester in 5.4 ml methanol. The solution was naturally warmed to ambient temperature and after 5 h the solvent was removed under reduced pressure. Ice water/1 M HCl 1/1 was added and the mixture was extracted two times with dichloromethane. The combined extracts were dried over sodium sul... Reactants: C1CCOC1, COc1cccc(C2CCc3cc(OC)ccc3N2)c1, ClCc1ccc(OCCN2CCCCC2)cc1, Cl. The product is COc1cccc(C2CCc3cc(OC)ccc3N2Cc2ccc(OCCN3CCCCC3)cc2)c1. RXN SMILES: [CH2:39]1[O:40][CH2:41][CH2:42][CH2:43]1.[CH3:1][O:2][c:3]1[cH:4][c:5]2[c:10]([cH:11][cH:12]1)[NH:9][CH:8]([c:13]1[cH:14][c:15]([O:19][CH3:20])[cH:16][cH:17][cH:18]1)[CH2:7][CH2:6]2.[Cl:22][CH2:23][c:24]1[cH:25][cH:26][c:27]([O:28][CH2:29][CH2:30][N:31]2[CH2:32][CH2:33][CH2:34][CH2:35][CH2:36]2)[cH:37][cH:38]1.[ClH:21]>>[CH3:1][O:2][c:3]1[cH:4][c:5]2[c:10]([cH:11][cH:12]1)[N:9]([CH2:23][c:24]1[cH:25][cH:26][c:27]([O:28][CH2:29][CH2:30][N:31]3[CH2:32][CH2:33][CH2:34][CH2:35][CH2:36]3)[cH:37][cH:38]1)[CH:8]([c:13]1[cH:14][c:15]([O:19][CH3:20])[cH:16][cH:17][cH:18]1)[CH2:7][CH2:6]2.